Dataset: the Open Reaction Database (ORD), a public repository of structured organic reaction records. Task: describe an organic reaction: reactants, conditions, products, and yield Yields the product CC(C)c1ccc(CCNS(=O)(=O)c2cc(C#N)ccc2O)c(NCC(=O)O)c1. RXN SMILES: [C:1](#[N:2])[c:3]1[cH:4][cH:5][c:6]([OH:31])[c:7]([S:9](=[O:10])(=[O:11])[NH:12][CH2:13][CH2:14][c:15]2[c:16]([NH:24][CH2:25][C:26](=[O:27])[O:28][CH2:29][CH3:30])[cH:17][c:18]([CH:21]([CH3:22])[CH3:23])[cH:19][cH:20]2)[cH:8]1.[CH3:35][CH2:36][OH:37].[ClH:34].[Na+:33].[OH-:32]>>[C:1](#[N:2])[c:3]1[cH:4][cH:5][c:6]([OH:31])[c:7]([S:9](=[O:10])(=[O:11])[NH:12][CH2:13][CH2:14][c:15]2[c:16]([NH:24][CH2:25][C:26](=[O:27])[OH:28])[cH:17][c:18]([CH:21]([CH3:22])[CH3:23])[cH:19][cH:20]2)[cH:8]1. Starting materials: CCOC(=O)CNc1cc(C(C)C)ccc1CCNS(=O)(=O)c1cc(C#N)ccc1O, CCO, Cl, [Na+], [OH-]. Yields the product CNC(OC=1C=C2C=CN(C2=CC1)N(C1=CC=NC=C1)CCC)=O (1-(Propyl-4-pyridinylamino)-1H-indol-5-yl methylcarbamate). RXN SMILES: [CH2:1]([N:4]([C:15]1[CH:20]=[CH:19][N:18]=[CH:17][CH:16]=1)[N:5]1[C:13]2[C:8](=[CH:9][C:10]([OH:14])=[CH:11][CH:12]=2)[CH:7]=[CH:6]1)[CH2:2][CH3:3].C(=O)([O-])[O-].[K+].[K+].[CH3:27][N:28]=[C:29]=[O:30]>O1CCCC1>[CH3:27][NH:28][C:29](=[O:30])[O:14][C:10]1[CH:9]=[C:8]2[C:13](=[CH:12][CH:11]=1)[N:5]([N:4]([CH2:1][CH2:2][CH3:3])[C:15]1[CH:20]=[CH:19][N:18]=[CH:17][CH:16]=1)[CH:6]=[CH:7]2 |f:1.2.3|. Reported procedure: To 2.5 g of 1-(propyl-4-pyridinylamino)-1H-indol-5-ol in 30 ml of tetrahydrofuran was added potassium carbonate (milled, 1.3 g) followed by methyl isocyanate (0.56 ml). The reaction was allowed to proceed for half an hour. The reaction mixture was then filtered and the filtrate concentrated to yield a solid (2.9 g) which was eluted with 5% methanol in dichloromethane on a silica gel column via HPLC. The desired fractions were concentrated to yield a solid (2.7 g) which was recrystallized from is... Run in O1CCCC1 (tetrahydrofuran). Reactants: C(CC)N(N1C=CC2=CC(=CC=C12)O)C1=CC=NC=C1 (1-(propyl-4-pyridinylamino)-1H-indol-5-ol), C([O-])([O-])=O.[K+].[K+] (potassium carbonate), CN=C=O (methyl isocyanate). Starting materials: ClC=1C=C2C=C(NC2=CC1)C(=O)N[C@H]1C(NC2=CC=CC=C2C1)=O ((R)-3-(5-chloroindole-2-carbonylamino)-3,4-dihydrocarbostyril), ClC=1C=C2C=C(NC2=CC1)C(=O)N[C@H]1C(NC2=CC=CC=C2C1)=O ((R)-3-(5-chloroindole-2-carbonylamino)-3,4-dihydrocarbostyril), C(C)(C)(C)OC(=O)N[C@H]1C(NC2=CC=CC=C2C1)=O ((R)-3-t-butyloxycarbonylamino-3,4-dihydrocarbostyril). The product is ClC=1C=C2C=C(NC2=CC1)C(=O)N[C@@H]1C(NC2=CC=CC=C2C1)=O ((S)-3-(5-chloroindole-2-carbonylamino)-3,4-dihydrocarbostyril). As a reaction SMILES: [Cl:1][C:2]1[CH:3]=[C:4]2[C:8](=[CH:9][CH:10]=1)[NH:7][C:6]([C:11]([NH:13][C@@H:14]1[CH2:23][C:22]3[C:17](=[CH:18][CH:19]=[CH:20][CH:21]=3)[NH:16][C:15]1=[O:24])=[O:12])=[CH:5]2.C(OC(N[C@@H]1CC2C(=CC=CC=2)NC1=O)=O)(C)(C)C>>[Cl:1][C:2]1[CH:3]=[C:4]2[C:8](=[CH:9][CH:10]=1)[NH:7][C:6]([C:11]([NH:13][C@H:14]1[CH2:23][C:22]3[C:17](=[CH:18][CH:19]=[CH:20][CH:21]=3)[NH:16][C:15]1=[O:24])=[O:12])=[CH:5]2. Procedure details: The title compound was prepared from (S)-3-t-butyloxycarbonylamino-3,4-dihydrocarbostyril (prepared in Example 5) by the procedures described for the preparation of (R)-3-(5-chloroindole-2-carbonylamino)-3,4-dihydrocarbostyril (Example 5) from (R)-3-t-butyloxycarbonylamino-3,4-dihydrocarbostyril. HPLC/MS [M+H]+, 340; [M+Na]+, 362. Starting materials: Cl.COC([C@@H](N)CC1=CC(=C(C=C1)O)I)=O (3-iodo-L-tyrosine methyl ester hydrochloride), N[C@@H](C)C(=O)O (alanine), ClC=1C=C(C=CC1Cl)NC(C)C(=O)O (N-(3,4-dichlorophenyl)-D,L-alanine). Yields the product COC([C@@H](NC(C(NC1=CC(=C(C=C1)Cl)Cl)C)=O)CC1=CC(=C(C=C1)O)I)=O (N-[N-(3,4-dichlorophenyl)-D,L-alanyl]-(3-iodo)-L-tyrosine methyl ester). As a reaction SMILES: Cl.[CH3:2][O:3][C:4](=[O:16])[C@H:5]([CH2:7][C:8]1[CH:13]=[CH:12][C:11]([OH:14])=[C:10]([I:15])[CH:9]=1)[NH2:6].[Cl:17][C:18]1[CH:19]=[C:20]([NH:25][CH:26]([C:28](O)=[O:29])[CH3:27])[CH:21]=[CH:22][C:23]=1[Cl:24].N[C@H](C(O)=O)C>>[CH3:2][O:3][C:4](=[O:16])[C@H:5]([CH2:7][C:8]1[CH:13]=[CH:12][C:11]([OH:14])=[C:10]([I:15])[CH:9]=1)[NH:6][C:28](=[O:29])[CH:26]([CH3:27])[NH:25][C:20]1[CH:21]=[CH:22][C:23]([Cl:24])=[C:18]([Cl:17])[CH:19]=1 |f:0.1|. Procedure details: Following General Procedure D and using 3-iodo-L-tyrosine methyl ester hydrochloride (prepared following General Procedure K and using 3-iodo-L-tyrosine (Aldrich)) and N-(3,4-dichlorophenyl)-D,L-alanine (from Example A above), the title compound was prepared as a mixture of stereoisomers about alanine. The reaction was monitored by tlc (Rf=0.29 in 10% MeOH/CH2Cl2) and purification was by flash chromatography (10% methanol/methylene chloride). Starting materials: C1(=CC=CC=C1)CC#N (phenylacetonitrile), C1(=CC=CC=C1)CC#N (phenylacetonitrile), C(C)Cl (ethyl chloride), [OH-].[Na+] (sodium hydroxide). Reagents/catalysts: quaternary ammonium salts, [Cl-].C(C1=CC=CC=C1)[N+](CC)(CC)CC (benzyltriethyl ammonium chloride). Product: C1(=CC=CC=C1)C(C#N)CC (2-phenylbutyronitrile). The yield is 90.0%. RXN SMILES: [C:1]1([CH2:7][C:8]#[N:9])[CH:6]=[CH:5][CH:4]=[CH:3][CH:2]=1.[CH2:10](Cl)[CH3:11].[OH-].[Na+]>[Cl-].C([N+](CC)(CC)CC)C1C=CC=CC=1>[C:1]1([CH:7]([CH2:10][CH3:11])[C:8]#[N:9])[CH:6]=[CH:5][CH:4]=[CH:3][CH:2]=1 |f:2.3,4.5|. Reported procedure: Makosza et al. also studied the alkylation of phenylacetonitrile using quaternary ammonium salts as a catalyst, but satisfactory yields and purity could not be obtained. For example, they reported in Roczniki Chem. Vol. 39, 1223 (1965) and Chemical Abstracts Vol. 64, 12595 (1965) that when phenylacetonitrile is alkylated at room temperature with ethyl chloride in the presence of a 50% aqueous sodium hydroxide solution using benzyltriethyl ammonium chloride as a catalyst, 2-phenylbutyronitrile is... Starting materials: CC1C=CC(=O)CC1, Cl, [Na+], O, O=S([O-])c1ccccc1. The product is CC1CCC(=O)CC1S(=O)(=O)c1ccccc1. Reaction SMILES: [CH3:11][CH:12]1[CH:13]=[CH:14][C:15](=[O:18])[CH2:16][CH2:17]1.[ClH:19].[Na+:10].[OH2:20].[c:1]1([S:7](=[O:8])[O-:9])[cH:2][cH:3][cH:4][cH:5][cH:6]1>>[c:1]1([S:7](=[O:8])(=[O:9])[CH:13]2[CH:12]([CH3:11])[CH2:17][CH2:16][C:15](=[O:18])[CH2:14]2)[cH:2][cH:3][cH:4][cH:5][cH:6]1.